Dataset: the Open Reaction Database (ORD), a public repository of structured organic reaction records. Task: describe an organic reaction: reactants, conditions, products, and yield The reactants are CN(C)C=O, C#CCOc1ccc(CCNC(=O)C(O)c2ccc(Cl)cc2)cc1OC, [H-], CI, [Na+]. Product: C#CCOc1ccc(CCNC(=O)C(OC)c2ccc(Cl)cc2)cc1OC. Reaction SMILES: [CH3:31][N:32]([CH3:33])[CH:34]=[O:35].[Cl:1][c:2]1[cH:3][cH:4][c:5]([CH:8]([C:9](=[O:10])[NH:11][CH2:12][CH2:13][c:14]2[cH:15][c:16]([O:24][CH3:25])[c:17]([O:20][CH2:21][C:22]#[CH:23])[cH:18][cH:19]2)[OH:26])[cH:6][cH:7]1.[H-:27].[I:29][CH3:30].[Na+:28]>>[Cl:1][c:2]1[cH:3][cH:4][c:5]([CH:8]([C:9](=[O:10])[NH:11][CH2:12][CH2:13][c:14]2[cH:15][c:16]([O:24][CH3:25])[c:17]([O:20][CH2:21][C:22]#[CH:23])[cH:18][cH:19]2)[O:26][CH3:30])[cH:6][cH:7]1. Starting materials: [Br-], [Br-], [Br-], CCOc1ccc2ccccc2c1C(C)=O, CCOCC, C1CCOC1, C[N+](C)(C)c1ccccc1, C[N+](C)(C)c1ccccc1, C[N+](C)(C)c1ccccc1. The product is CCOc1ccc2ccccc2c1C(=O)C(Br)Br. RXN SMILES: [Br-:17].[Br-:18].[Br-:19].[CH2:1]([CH3:2])[O:3][c:4]1[c:5]([C:14]([CH3:15])=[O:16])[c:6]2[cH:7][cH:8][cH:9][cH:10][c:11]2[cH:12][cH:13]1.[CH3:50][CH2:51][O:52][CH2:53][CH3:54].[O:55]1[CH2:56][CH2:57][CH2:58][CH2:59]1.[c:20]1([N+:21]([CH3:22])([CH3:23])[CH3:24])[cH:25][cH:26][cH:27][cH:28][cH:29]1.[c:30]1([N+:31]([CH3:32])([CH3:33])[CH3:34])[cH:35][cH:36][cH:37][cH:38][cH:39]1.[c:40]1([N+:41]([CH3:42])([CH3:43])[CH3:44])[cH:45][cH:46][cH:47][cH:48][cH:49]1>>[CH2:1]([CH3:2])[O:3][c:4]1[c:5]([C:14]([CH:15]([Br:17])[Br:18])=[O:16])[c:6]2[cH:7][cH:8][cH:9][cH:10][c:11]2[cH:12][cH:13]1. The reactants are BrC=1C=CC=C2C=CC(=NC12)C (8-bromo-2-methylquinoline), C(\C=C\C)(=O)OCC ((E)-ethyl but-2-enoate), C1(CCCCC1)N(C1CCCCC1)C (N-cyclohexyl-N-methylcyclohexanamine), O (water). Reagents/catalysts: CC(C)([P](C(C)(C)C)([Pd][P](C(C)(C)C)(C(C)(C)C)C(C)(C)C)C(C)(C)C)C (Pd(PtBu3)2). Solvent: O1CCOCC1 (dioxane), C(C)(=O)OCC (ethyl acetate). The product is CC1=NC2=C(C=CC=C2C=C1)\C(=C/C(=O)OCC)\C ((Z)-ethyl 3-(2-methylquinolin-8-yl)but-2-enoate). The yield is 35.2%. Reaction SMILES: Br[C:2]1[CH:3]=[CH:4][CH:5]=[C:6]2[C:11]=1[N:10]=[C:9]([CH3:12])[CH:8]=[CH:7]2.[C:13]([O:18][CH2:19][CH3:20])(=[O:17])/[CH:14]=[CH:15]/[CH3:16].C1(N(C)C2CCCCC2)CCCCC1.O>O1CCOCC1.CC(C)([P](C(C)(C)C)([Pd][P](C(C)(C)C)(C(C)(C)C)C(C)(C)C)C(C)(C)C)C.C(OCC)(=O)C>[CH3:12][C:9]1[CH:8]=[CH:7][C:6]2[C:11](=[C:2](/[C:15](/[CH3:16])=[CH:14]\[C:13]([O:18][CH2:19][CH3:20])=[O:17])[CH:3]=[CH:4][CH:5]=2)[N:10]=1 |^1:44,50|. Reported procedure: A solution of 8-bromo-2-methylquinoline (2.00 g, 9.01 mmol), (E)-ethyl but-2-enoate (3.36 mL, 27.0 mmol), N-cyclohexyl-N-methylcyclohexanamine (5.79 mL, 27.0 mmol), and Pd(PtBu3)2 (0.23 g, 0.45 mmol) in dioxane (10 mL) was stirred at reflux for 20 hours. After cooling to ambient temperature, water (20 mL) and ethyl acetate (30 mL) were added. The organic layer was separated, washed with brine, dried (sodium sulfate), filtered and concentrated under reduced pressure. The residue was purified by C... Starting materials: [OH-].[Na+] (NaOH), [N+](=O)([O-])C1=CC=C(C=C1)S(=O)(=O)C1=CC(=CC=C1)C (3-methylphenyl 4-nitrophenyl sulfone), stannous chloride, ice water. Run in C(C)O (ethanol). Product: CC=1C=C(C=CC1)S(=O)(=O)C1=CC=C(C=C1)N (4-[(3-Methylphenyl)sulfonyl]benzenamine). The yield is 101.1%. Reaction SMILES: [N+:1]([C:4]1[CH:9]=[CH:8][C:7]([S:10]([C:13]2[CH:18]=[CH:17][CH:16]=[C:15]([CH3:19])[CH:14]=2)(=[O:12])=[O:11])=[CH:6][CH:5]=1)([O-])=O.[OH-].[Na+]>C(O)C>[CH3:19][C:15]1[CH:14]=[C:13]([S:10]([C:7]2[CH:6]=[CH:5][C:4]([NH2:1])=[CH:9][CH:8]=2)(=[O:12])=[O:11])[CH:18]=[CH:17][CH:16]=1 |f:1.2|. Procedure: A stirred solution of 3-methylphenyl 4-nitrophenyl sulfone (0.50 g, 1.8 mmol) and stannous chloride dehydrate (2.03 g, 9.0 mmol) in absolute ethanol (5 mL) was heated at reflux for 1 hour. The reaction mixture was poured into ice water and the aqueous solution basified with 15% NaOH and extracted with ethyl acetate (2×100 mL). The combined organic extracts were dried (MgSO4), filtered, and the solvent removed in vacuo to yield an off-white solid. Recrystallization from absolute ethanol/hexane yi... Starting materials: COCCOC, CCOC(=O)CC(=O)c1cccc(Cl)c1, FC(F)C(F)(F)Oc1cccc(CBr)c1, [H-], [Na+], O. Yields the product CCOC(=O)C(Cc1cccc(OC(F)(F)C(F)F)c1)C(=O)c1cccc(Cl)c1. RXN SMILES: [CH3:34][O:35][CH2:36][CH2:37][O:38][CH3:39].[Cl:1][c:2]1[cH:3][c:4]([C:8]([CH2:9][C:10](=[O:11])[O:12][CH2:13][CH3:14])=[O:15])[cH:5][cH:6][cH:7]1.[F:18][C:19]([CH:20]([F:21])[F:22])([O:23][c:24]1[cH:25][c:26]([CH2:30][Br:31])[cH:27][cH:28][cH:29]1)[F:32].[H-:16].[Na+:17].[OH2:33]>>[Cl:1][c:2]1[cH:3][c:4]([C:8]([CH:9]([C:10](=[O:11])[O:12][CH2:13][CH3:14])[CH2:30][c:26]2[cH:25][c:24]([O:23][C:19]([F:18])([CH:20]([F:21])[F:22])[F:32])[cH:29][cH:28][cH:27]2)=[O:15])[cH:5][cH:6][cH:7]1. Starting materials: C#Cc1ccc(-c2ccc(Cl)cc2)cn1, CC(O)COc1ccc(I)cc1. Product: CC(O)COc1ccc(C#Cc2ccc(-c3ccc(Cl)cc3)cn2)cc1. As a reaction SMILES: [Cl:13][c:14]1[cH:15][cH:16][c:17](-[c:20]2[cH:21][cH:22][c:23]([C:26]#[CH:27])[n:24][cH:25]2)[cH:18][cH:19]1.[I:1][c:2]1[cH:3][cH:4][c:5]([O:6][CH2:7][CH:8]([CH3:9])[OH:10])[cH:11][cH:12]1>>[c:2]1([C:27]#[C:26][c:23]2[cH:22][cH:21][c:20](-[c:17]3[cH:16][cH:15][c:14]([Cl:13])[cH:19][cH:18]3)[cH:25][n:24]2)[cH:3][cH:4][c:5]([O:6][CH2:7][CH:8]([CH3:9])[OH:10])[cH:11][cH:12]1.